From a dataset of the Open Reaction Database (ORD), a public repository of structured organic reaction records. describe an organic reaction: reactants, conditions, products, and yield Starting materials: CC(c1ccc(Br)cc1)N1CCC(CCCO)(c2ccccc2)OC1=O, Cn1c(Br)cccc1=O. Yields the product CC(c1ccc(-c2cccc(=O)n2C)cc1)N1CCC(CCCO)(c2ccccc2)OC1=O. RXN SMILES: [Br:1][c:2]1[cH:3][cH:4][c:5]([CH:8]([CH3:9])[N:10]2[C:11](=[O:26])[O:12][C:13]([c:16]3[cH:17][cH:18][cH:19][cH:20][cH:21]3)([CH2:22][CH2:23][CH2:24][OH:25])[CH2:14][CH2:15]2)[cH:6][cH:7]1.[Br:27][c:28]1[cH:29][cH:30][cH:31][c:32](=[O:35])[n:33]1[CH3:34]>>[c:2]1(-[c:28]2[cH:29][cH:30][cH:31][c:32](=[O:35])[n:33]2[CH3:34])[cH:3][cH:4][c:5]([CH:8]([CH3:9])[N:10]2[C:11](=[O:26])[O:12][C:13]([c:16]3[cH:17][cH:18][cH:19][cH:20][cH:21]3)([CH2:22][CH2:23][CH2:24][OH:25])[CH2:14][CH2:15]2)[cH:6][cH:7]1. Reactants: ester, C(C1=CC=CC=C1)(=O)NC(C(CN(C(=O)N1[C@H](C(=O)OCC2=CC=CC=C2)CCC1)C)=O)CC1=CC=C(C=C1)OCC1=CC=CC=C1 ((±)-1-[[[3-(Benzoylamino)-2-oxo-4-[4-(phenylmethoxy)phenyl]butyl]methylamino]carbonyl]-L-proline, phenylmethyl ester), [BH4-].[Na+] (sodium borohydride). The product is C(C1=CC=CC=C1)(=O)NC(C(CN(C(=O)N1[C@H](C(=O)OCC2=CC=CC=C2)CCC1)C)O)CC1=CC=C(C=C1)OCC1=CC=CC=C1 ((±)-1-[[[3-(benzoylamino)-2-hydroxy-4-[4-(phenylmethoxy)phenyl]butyl]methylamino]carbonyl]-L-proline, phenylmethyl ester). RXN SMILES: [C:1]([NH:9][CH:10]([CH2:33][C:34]1[CH:39]=[CH:38][C:37]([O:40][CH2:41][C:42]2[CH:47]=[CH:46][CH:45]=[CH:44][CH:43]=2)=[CH:36][CH:35]=1)[C:11](=[O:32])[CH2:12][N:13]([CH3:31])[C:14]([N:16]1[CH2:30][CH2:29][CH2:28][C@H:17]1[C:18]([O:20][CH2:21][C:22]1[CH:27]=[CH:26][CH:25]=[CH:24][CH:23]=1)=[O:19])=[O:15])(=[O:8])[C:2]1[CH:7]=[CH:6][CH:5]=[CH:4][CH:3]=1.[BH4-].[Na+]>>[C:1]([NH:9][CH:10]([CH2:33][C:34]1[CH:39]=[CH:38][C:37]([O:40][CH2:41][C:42]2[CH:47]=[CH:46][CH:45]=[CH:44][CH:43]=2)=[CH:36][CH:35]=1)[CH:11]([OH:32])[CH2:12][N:13]([CH3:31])[C:14]([N:16]1[CH2:30][CH2:29][CH2:28][C@H:17]1[C:18]([O:20][CH2:21][C:22]1[CH:27]=[CH:26][CH:25]=[CH:24][CH:23]=1)=[O:19])=[O:15])(=[O:8])[C:2]1[CH:3]=[CH:4][CH:5]=[CH:6][CH:7]=1 |f:1.2|. Reported procedure: The ester product from part (b) is treated with sodium borohydride according to the procedure of Example 1(f) to yield (±)-1-[[[3-(benzoylamino)-2-hydroxy-4-[4-(phenylmethoxy)phenyl]butyl]methylamino]carbonyl]-L-proline, phenylmethyl ester. Starting materials: O=C([O-])O, CC(C)Cn1c(=O)n(C)c(=O)c2cc(C=O)sc21, CC(C)[N-]C(C)C, [Li+], [Na+], C1CCOC1, c1ccc2scnc2c1. Product: CC(C)Cn1c(=O)n(C)c(=O)c2cc(C(O)c3nc4ccccc4s3)sc21. RXN SMILES: [C:36](=[O:37])([O-:38])[OH:39].[CH3:18][n:19]1[c:20](=[O:35])[n:21]([CH2:31][CH:32]([CH3:33])[CH3:34])[c:22]2[c:23]([c:24]1=[O:25])[cH:26][c:27]([CH:29]=[O:30])[s:28]2.[CH:1]([N-:2][CH:3]([CH3:4])[CH3:5])([CH3:6])[CH3:7].[Li+:8].[Na+:40].[O:41]1[CH2:42][CH2:43][CH2:44][CH2:45]1.[cH:9]1[cH:10][cH:11][c:12]2[s:13][cH:14][n:15][c:16]2[cH:17]1>>[cH:9]1[cH:10][cH:11][c:12]2[s:13][c:14]([CH:29]([c:27]3[cH:26][c:23]4[c:22]([n:21]([CH2:31][CH:32]([CH3:33])[CH3:34])[c:20](=[O:35])[n:19]([CH3:18])[c:24]4=[O:25])[s:28]3)[OH:30])[n:15][c:16]2[cH:17]1. The reactants are [N+](=O)([O-])C=1C=C2C=CC(NC2=CC1)=O (6-nitrocarbostyril), [H][H] (hydrogen). The reagents and catalysts are O=[Pt]=O (PtO2). The solvent is CO (methanol). Product: NC=1C=C2C=CC(NC2=CC1)=O (6-aminocarbostyril). RXN SMILES: [N+:1]([C:4]1[CH:5]=[C:6]2[C:11](=[CH:12][CH:13]=1)[NH:10][C:9](=[O:14])[CH:8]=[CH:7]2)([O-])=O.[H][H]>CO.O=[Pt]=O>[NH2:1][C:4]1[CH:5]=[C:6]2[C:11](=[CH:12][CH:13]=1)[NH:10][C:9](=[O:14])[CH:8]=[CH:7]2. Reported procedure: In a Parr catalytic hydrogenation apparatus 6-nitrocarbostyril, 5.3 g (0.028 mole), in 150 mL of methanol and 0.5 g PtO2 were shaken in a hydrogen atmosphere. The resulting yellow solid was extracted with refluxing methanol to yield 6-aminocarbostyril, 3.5 g, as yellow crystals; m.p. 315°-317° C.